From a dataset of the Open Reaction Database (ORD), a public repository of structured organic reaction records. describe an organic reaction: reactants, conditions, products, and yield Reactants: CCCC(=O)OCC, Cc1ccccc1, Cl, [Na], O, CC(=O)CCc1ccccc1. Product: CCCC(=O)CC(=O)CCc1ccccc1. As a reaction SMILES: [C:13]([CH2:14][CH2:15][CH3:16])(=[O:17])[O:18][CH2:19][CH3:20].[CH3:22][c:23]1[cH:24][cH:25][cH:26][cH:27][cH:28]1.[ClH:21].[Na:1].[OH2:29].[c:2]1([CH2:8][CH2:9][C:10]([CH3:11])=[O:12])[cH:3][cH:4][cH:5][cH:6][cH:7]1>>[c:2]1([CH2:8][CH2:9][C:10]([CH2:11][C:13]([CH2:14][CH2:15][CH3:16])=[O:17])=[O:12])[cH:3][cH:4][cH:5][cH:6][cH:7]1. Starting materials: ClC1=NC2=C(N1CCOC1=CC=CC=C1)C=CC=C2 (2-chloro-1-[2-(phenoxy)ethyl)benzimidazole), CN1CCNCCC1 (N-methylhomopiperazine), C(\C=C\C(=O)O)(=O)O (fumaric acid). Yields the product C(\C=C\C(=O)O)(=O)O.C(\C=C\C(=O)O)(=O)O.O(C1=CC=CC=C1)CCN1C(=NC2=C1C=CC=C2)N2CCN(CCC2)C (1-[2-(phenoxy)ethyl]-2-(4-methyl-1-homopiperazinyl)benzimidazole difumarate). Yield: 52.6%. Reaction SMILES: Cl[C:2]1[N:6]([CH2:7][CH2:8][O:9][C:10]2[CH:15]=[CH:14][CH:13]=[CH:12][CH:11]=2)[C:5]2[CH:16]=[CH:17][CH:18]=[CH:19][C:4]=2[N:3]=1.[CH3:20][N:21]1[CH2:27][CH2:26][CH2:25][NH:24][CH2:23][CH2:22]1.[C:28]([OH:35])(=[O:34])/[CH:29]=[CH:30]/[C:31]([OH:33])=[O:32]>>[C:28]([OH:35])(=[O:34])/[CH:29]=[CH:30]/[C:31]([OH:33])=[O:32].[C:28]([OH:35])(=[O:34])/[CH:29]=[CH:30]/[C:31]([OH:33])=[O:32].[O:9]([CH2:8][CH2:7][N:6]1[C:5]2[CH:16]=[CH:17][CH:18]=[CH:19][C:4]=2[N:3]=[C:2]1[N:24]1[CH2:25][CH2:26][CH2:27][N:21]([CH3:20])[CH2:22][CH2:23]1)[C:10]1[CH:15]=[CH:14][CH:13]=[CH:12][CH:11]=1 |f:3.4.5|. Procedure details: In the same manner as described in Example 1 using 2-chloro-1-[2-(phenoxy)ethyl)benzimidazole (4.00 g), N-methylhomopiperazine (4.00 g) and fumaric acid (2.65 g), there are obtained crude crystals, which are recrystallized from ethanol to give 1-[2-(phenoxy)ethyl]-2-(4-methyl-1-homopiperazinyl)benzimidazole difumarate (3.50 g) as colorless needles, m.p. 167°-168° C. Starting materials: C=CC#N, CC(C)(C)[O-], [K+], Cc1cccc(CO)c1[N+](=O)[O-]. The product is Cc1cccc(COCCC#N)c1[N+](=O)[O-]. Reaction SMILES: [CH2:13]=[CH:14][C:15]#[N:16].[CH3:17][C:18]([CH3:19])([O-:20])[CH3:21].[K+:22].[OH:1][CH2:2][c:3]1[c:4]([N+:10](=[O:11])[O-:12])[c:5]([CH3:9])[cH:6][cH:7][cH:8]1>>[O:1]([CH2:2][c:3]1[c:4]([N+:10](=[O:11])[O-:12])[c:5]([CH3:9])[cH:6][cH:7][cH:8]1)[CH2:13][CH2:14][C:15]#[N:16]. Reactants: [C@H]1(CCC2=CC=CC=C12)NC1=NC2=CC=C(C=C2C=C1)N ((R)—N2-indan-1-yl-quinoline-2,6-diamine), N(=C=O)C1=CC(=NC=C1)N1CCOCC1 (4-(4-isocyanatopyrid-2-yl)-morpholine). Product: [C@H]1(CCC2=CC=CC=C12)NC1=NC2=CC=C(C=C2C=C1)NC(=O)NC1=CC(=NC=C1)N1CCOCC1 (1-[2-((R)-Indan-1-ylamino)-quinolin-6-yl]-3-(2-morpholin-4-yl-pyridin-4-yl)-urea). RXN SMILES: [C@H:1]1([NH:10][C:11]2[CH:20]=[CH:19][C:18]3[C:13](=[CH:14][CH:15]=[C:16]([NH2:21])[CH:17]=3)[N:12]=2)[C:9]2[C:4](=[CH:5][CH:6]=[CH:7][CH:8]=2)[CH2:3][CH2:2]1.[N:22]([C:25]1[CH:30]=[CH:29][N:28]=[C:27]([N:31]2[CH2:36][CH2:35][O:34][CH2:33][CH2:32]2)[CH:26]=1)=[C:23]=[O:24]>>[C@H:1]1([NH:10][C:11]2[CH:20]=[CH:19][C:18]3[C:13](=[CH:14][CH:15]=[C:16]([NH:21][C:23]([NH:22][C:25]4[CH:30]=[CH:29][N:28]=[C:27]([N:31]5[CH2:32][CH2:33][O:34][CH2:35][CH2:36]5)[CH:26]=4)=[O:24])[CH:17]=3)[N:12]=2)[C:9]2[C:4](=[CH:5][CH:6]=[CH:7][CH:8]=2)[CH2:3][CH2:2]1. Reported procedure: The title compound, MS: m/e=481.6 (M+H+), was prepared in accordance with the general method 4 of example 16 from (R)—N2-indan-1-yl-quinoline-2,6-diamine and 4-(4-isocyanatopyrid-2-yl)-morpholine. The reactants are BrC1=CC=CC(=N1)C(C#N)(C)C (2-(6-Bromopyridin-2-yl)-2-methylpropanenitrile), OO (hydrogen peroxide), C([O-])([O-])=O.[K+].[K+] (potassium carbonate). The solvent is CS(=O)C (dimethylsulfoxide). Reaction conditions: temperature 70 celsius, time 8 hour. The product is BrC1=CC=CC(=N1)C(C(=O)N)(C)C (2-(6-Bromopyridin-2-yl)-2-methylpropanamide). As a reaction SMILES: [Br:1][C:2]1[N:7]=[C:6]([C:8]([CH3:12])([CH3:11])[C:9]#[N:10])[CH:5]=[CH:4][CH:3]=1.OO.C(=O)([O-])[O-:16].[K+].[K+]>CS(C)=O>[Br:1][C:2]1[N:7]=[C:6]([C:8]([CH3:12])([CH3:11])[C:9]([NH2:10])=[O:16])[CH:5]=[CH:4][CH:3]=1 |f:2.3.4|. Procedure: To a solution of 2-(6-bromopyridin-2-yl)-2-methylpropanenitrile (Example 367, Step 1) (200 mg, 0.89 mmol) in dimethylsulfoxide (4 mL) was added hydrogen peroxide (0.42 mL, 4.8 mmol) and potassium carbonate (1.23 g, 8.89 mmol). The reaction was then stirred overnight at 70° C. The resulting slurry was cooled to ambient temperature, filtered and directly purified by reverse phase HPLC (10-100% acteonitrile/water+0.05% TFA modifier) to yield the title compound. The reactants are BrC1=CC2=C(C=N1)C=C(N2C(=O)OC(C)(C)C)C=2C=NN(C2)C(=O)OC(C)(C)C (tert-Butyl 6-bromo-2-(1-(tert-butoxycarbonyl)-1H-pyrazol-4-yl)-1H-pyrrolo[3,2-c]pyridine-1-carboxylate), COC=1C=C(C=CC1OC)N (3,4-dimethoxyphenyl amine). Product: C(C)(C)(C)OC(=O)N1N=CC(=C1)C1=CC=2C=NC(=CC2N1C(=O)OC(C)(C)C)NC1=CC(=C(C=C1)OC)OC (tert-Butyl 2-(1-(tert-butoxycarbonyl)-1H-pyrazol-4-yl)-6-(3,4-dimethoxyphenylamino)-1H-pyrrolo[3,2-c]pyridine-1-carboxylate). The yield is 71.0%. RXN SMILES: Br[C:2]1[N:7]=[CH:6][C:5]2[CH:8]=[C:9]([C:18]3[CH:19]=[N:20][N:21]([C:23]([O:25][C:26]([CH3:29])([CH3:28])[CH3:27])=[O:24])[CH:22]=3)[N:10]([C:11]([O:13][C:14]([CH3:17])([CH3:16])[CH3:15])=[O:12])[C:4]=2[CH:3]=1.[CH3:30][O:31][C:32]1[CH:33]=[C:34]([NH2:40])[CH:35]=[CH:36][C:37]=1[O:38][CH3:39]>>[C:26]([O:25][C:23]([N:21]1[CH:22]=[C:18]([C:9]2[N:10]([C:11]([O:13][C:14]([CH3:17])([CH3:16])[CH3:15])=[O:12])[C:4]3[CH:3]=[C:2]([NH:40][C:34]4[CH:35]=[CH:36][C:37]([O:38][CH3:39])=[C:32]([O:31][CH3:30])[CH:33]=4)[N:7]=[CH:6][C:5]=3[CH:8]=2)[CH:19]=[N:20]1)=[O:24])([CH3:29])([CH3:28])[CH3:27]. Reported procedure: The title compound was prepared in 71% yield from compound (10) and 3,4-dimethoxyphenyl amine using the method described for Preparation 35. 1H-NMR (CDCl3, 500 MHz): δ 1.46 (s, 9H), 1.68 (s, 9H), 3.90 (s, 3H), 3.91 (s, 3H), 6.45 (br s, 1H, NH), 6.56 (d, J=0.95 Hz, 1H), 6.89 (m, 2H), 6.96 (m, 1H), 7.45 (m, 1H), 7.81 (d, J=0.63 Hz, 1H), 8.20 (d, J=0.95 Hz, 1H), 8.42 (d, J=0.95 Hz, 1H).